From a dataset of the Open Reaction Database (ORD), a public repository of structured organic reaction records. describe an organic reaction: reactants, conditions, products, and yield Starting materials: CCOC(=O)CCCCCCCC1(C(=O)OCC)Cc2c(OC)c(OC)c(OC)c(OC)c2C1O, CC[SiH](CC)CC, O=C(O)C(F)(F)F. The product is CCOC(=O)CCCCCCCC1(C(=O)OCC)Cc2c(c(OC)c(OC)c(OC)c2OC)C1. RXN SMILES: [CH2:1]([CH3:2])[O:3][C:4](=[O:5])[C:6]1([CH2:24][CH2:25][CH2:26][CH2:27][CH2:28][CH2:29][CH2:30][C:31](=[O:32])[O:33][CH2:34][CH3:35])[CH:7]([OH:23])[c:8]2[c:9]([O:21][CH3:22])[c:10]([O:19][CH3:20])[c:11]([O:17][CH3:18])[c:12]([O:15][CH3:16])[c:13]2[CH2:14]1.[CH2:36]([SiH:37]([CH2:38][CH3:39])[CH2:40][CH3:41])[CH3:42].[OH:43][C:44]([C:45]([F:46])([F:47])[F:48])=[O:49]>>[CH2:1]([CH3:2])[O:3][C:4](=[O:5])[C:6]1([CH2:24][CH2:25][CH2:26][CH2:27][CH2:28][CH2:29][CH2:30][C:31](=[O:32])[O:33][CH2:34][CH3:35])[CH2:7][c:8]2[c:9]([O:21][CH3:22])[c:10]([O:19][CH3:20])[c:11]([O:17][CH3:18])[c:12]([O:15][CH3:16])[c:13]2[CH2:14]1. Procedure details: To a mixture of (S)-methyl 2-amino-3,3-dimethylbutanoate (200 mg, 1.377 mmol) and DIEA (0.481 mL, 2.75 mmol) in DCM (2 mL) solution was add 1-adamantyl fluoroformate (334 mg, 1.515 mmol). The reaction mixture was stirred at rt overnight. The compound was purified by silica gel column chromatography (20% EtOAc/80% hexane) to give a colorless oil (358 mg, 68%) as product. As a reaction SMILES: [NH2:1][C@@H:2]([C:7]([CH3:10])([CH3:9])[CH3:8])[C:3]([O:5][CH3:6])=[O:4].CCN(C(C)C)C(C)C.F[C:21]([O:23][C:24]12[CH2:33][CH:28]3[CH2:29][CH:30]([CH2:32][CH:26]([CH2:27]3)[CH2:25]1)[CH2:31]2)=[O:22]>C(Cl)Cl>[CH3:6][O:5][C:3](=[O:4])[C@@H:2]([NH:1][C:21]([O:23][C:24]12[CH2:33][CH:28]3[CH2:27][CH:26]([CH2:32][CH:30]([CH2:29]3)[CH2:31]1)[CH2:25]2)=[O:22])[C:7]([CH3:10])([CH3:9])[CH3:8]. Run at time 8 hour. The solvent is C(Cl)Cl (DCM). Isolated yield 80.4%. Product: COC([C@H](C(C)(C)C)NC(=O)OC12CC3CC(CC(C1)C3)C2)=O ((S)-2-(Adamantan-1-yloxycarbonylamino)-3,3-dimethyl-butyric acid methyl ester). Starting materials: N[C@H](C(=O)OC)C(C)(C)C ((S)-methyl 2-amino-3,3-dimethylbutanoate), CCN(C(C)C)C(C)C (DIEA), FC(=O)OC12CC3CC(CC(C1)C3)C2 (1-adamantyl fluoroformate).